This data is from the Open Reaction Database (ORD), a public repository of structured organic reaction records. The task is: describe an organic reaction: reactants, conditions, products, and yield Starting materials: C[C@H]1/C=C/C=C/C=C/C=C/C=C/C=C/C=C/[C@@H](C[C@H]2[C@@H]([C@H](C[C@](O2)(C[C@H](C[C@H]([C@@H](CC[C@H](C[C@H](CC(=O)O[C@H]([C@@H]([C@@H]1O)C)C)O)O)O)O)O)O)O)C(=O)OC)O[C@H]3[C@H]([C@H]([C@@H]([C@H](O3)C)O)N)O (Amphotericin B methyl ester), N[C@@H](CCC(=O)O)C(=O)O (L-glutamic acid). Solvent: O (water), O (water), O (water). Conditions: time 1 hour. The product is C[C@H]1/C=C/C=C/C=C/C=C/C=C/C=C/C=C/[C@@H](C[C@H]2[C@@H]([C@H](C[C@](O2)(C[C@H](C[C@H]([C@@H](CC[C@H](C[C@H](CC(=O)O[C@H]([C@@H]([C@@H]1O)C)C)O)O)O)O)O)O)O)C(=O)OC)O[C@H]3[C@H]([C@H]([C@@H]([C@H](O3)C)O)N)O.N[C@@H](CCC(=O)[O-])C(=O)[O-] (Amphotericin B Methyl Ester L-Glutamate). Isolated yield 1.0%. RXN SMILES: [CH3:1][C@@H:2]1[C@@H:41]([OH:42])[C@@H:40]([CH3:43])[C@H:39]([CH3:44])[O:38][C:36](=[O:37])[CH2:35][C@H:34]([OH:45])[CH2:33][C@H:32]([OH:46])[CH2:31][CH2:30][C@@H:29]([OH:47])[C@H:28]([OH:48])[CH2:27][C@H:26]([OH:49])[CH2:25][C@@:23]2([OH:50])[O:24][C@H:19]([C@H:20]([C:52]([O:54][CH3:55])=[O:53])[C@@H:21]([OH:51])[CH2:22]2)[CH2:18][C@@H:17]([O:56][C@@H:57]2[O:62][C@H:61]([CH3:63])[C@@H:60]([OH:64])[C@H:59]([NH2:65])[C@@H:58]2[OH:66])[CH:16]=[CH:15][CH:14]=[CH:13][CH:12]=[CH:11][CH:10]=[CH:9][CH:8]=[CH:7][CH:6]=[CH:5][CH:4]=[CH:3]1.[NH2:67][C@H:68]([C:74]([OH:76])=[O:75])[CH2:69][CH2:70][C:71]([OH:73])=[O:72]>O>[CH3:1][C@@H:2]1[C@@H:41]([OH:42])[C@@H:40]([CH3:43])[C@H:39]([CH3:44])[O:38][C:36](=[O:37])[CH2:35][C@H:34]([OH:45])[CH2:33][C@H:32]([OH:46])[CH2:31][CH2:30][C@@H:29]([OH:47])[C@H:28]([OH:48])[CH2:27][C@H:26]([OH:49])[CH2:25][C@@:23]2([OH:50])[O:24][C@H:19]([C@H:20]([C:52]([O:54][CH3:55])=[O:53])[C@@H:21]([OH:51])[CH2:22]2)[CH2:18][C@@H:17]([O:56][C@@H:57]2[O:62][C@H:61]([CH3:63])[C@@H:60]([OH:64])[C@H:59]([NH2:65])[C@@H:58]2[OH:66])[CH:16]=[CH:15][CH:14]=[CH:13][CH:12]=[CH:11][CH:10]=[CH:9][CH:8]=[CH:7][CH:6]=[CH:5][CH:4]=[CH:3]1.[NH2:67][C@H:68]([C:74]([O-:76])=[O:75])[CH2:69][CH2:70][C:71]([O-:73])=[O:72] |f:3.4|. Reported procedure: Amphotericin B methyl ester (9.36 g, 0.01 Mol) is added in portions to a solution of L-glutamic acid (0.81 g, 0.0055 Mol) in 500 ml of water and stirred until complete dissolution (1 hour). The clear solution is then lyopholized. The yield is 88.9%. The product is soluble in water even at concentrations of 10% at RT and when dissolved in water to form a 1% solution is found to have a pH of 6.02. The reactants are CCC1CCC(c2ccc(-c3ccc[se]3)c(F)c2F)CC1, [Li]CCCC, CI, CCOCC, [Cl-], N, [NH4+]. The product is CCC1CCC(c2ccc(-c3ccc(C)[se]3)c(F)c2F)CC1. RXN SMILES: [CH2:6]([CH3:7])[CH:8]1[CH2:9][CH2:10][CH:11]([c:14]2[c:15]([F:26])[c:16]([F:25])[c:17](-[c:20]3[se:21][cH:22][cH:23][cH:24]3)[cH:18][cH:19]2)[CH2:12][CH2:13]1.[CH3:1][CH2:2][CH2:3][CH2:4][Li:5].[CH3:27][I:28].[CH3:32][CH2:33][O:34][CH2:35][CH3:36].[Cl-:29].[NH3:31].[NH4+:30]>>[CH3:1][c:22]1[se:21][c:20](-[c:17]2[c:16]([F:25])[c:15]([F:26])[c:14]([CH:11]3[CH2:10][CH2:9][CH:8]([CH2:6][CH3:7])[CH2:13][CH2:12]3)[cH:19][cH:18]2)[cH:24][cH:23]1. Starting materials: N1(N=CC=C1)C=1C=C(C(=O)OC)C=CN1 (methyl 2-(1H-pyrazol-1-yl)isonicotinate), [BH4-].[Na+] (NaBH4). Solvent: CCO (EtOH). Run at time 17 hour. Product: N1(N=CC=C1)C1=NC=CC(=C1)CO ((2-(1H-pyrazol-1-yl)pyridin-4-yl)methanol). As a reaction SMILES: [N:1]1([C:6]2[CH:7]=[C:8]([CH:13]=[CH:14][N:15]=2)[C:9](OC)=[O:10])[CH:5]=[CH:4][CH:3]=[N:2]1.[BH4-].[Na+]>CCO>[N:1]1([C:6]2[CH:7]=[C:8]([CH2:9][OH:10])[CH:13]=[CH:14][N:15]=2)[CH:5]=[CH:4][CH:3]=[N:2]1 |f:1.2|. Procedure: A solution of methyl 2-(1H-pyrazol-1-yl)isonicotinate (399 mg; 1.96 mmol) in anh. EtOH (8 ml) was treated with NaBH4 (371 mg; 9.83 mmol), and the resulting mixture was stirred at rt, under nitrogen, for 17 h. After concentration to dryness under reduced pressure, the resulting residue was treated with water, and extracted with DCM. The organic layer was then dried over anh. MgSO4, filtered, and concentrated to dryness under reduced pressure. Purification by FC (DCM/MeOH=25/1) afforded (2-(1H-pyr... Starting materials: CCOc1cccnc1Br, CNC1CCN(Cc2ccccc2)CC1, ClCCl. Yields the product CCOc1cccnc1N(C)C1CCN(Cc2ccccc2)CC1. Reaction SMILES: [Br:16][c:17]1[n:18][cH:19][cH:20][cH:21][c:22]1[O:23][CH2:24][CH3:25].[CH2:1]([c:2]1[cH:3][cH:4][cH:5][cH:6][cH:7]1)[N:8]1[CH2:9][CH2:10][CH:11]([NH:14][CH3:15])[CH2:12][CH2:13]1.[Cl:26][CH2:27][Cl:28]>>[CH2:1]([c:2]1[cH:3][cH:4][cH:5][cH:6][cH:7]1)[N:8]1[CH2:9][CH2:10][CH:11]([N:14]([CH3:15])[c:17]2[n:18][cH:19][cH:20][cH:21][c:22]2[O:23][CH2:24][CH3:25])[CH2:12][CH2:13]1. Reactants: CO, COC(=O)Cn1nc(-c2ccc(Cl)cc2)n(C=CC(F)(F)F)c1=O. Yields the product COC(=O)Cn1nc(-c2ccc(Cl)cc2)n(CCC(F)(F)F)c1=O. Reaction SMILES: [CH3:25][OH:26].[Cl:1][c:2]1[cH:3][cH:4][c:5](-[c:8]2[n:9][n:10]([CH2:20][C:21](=[O:22])[O:23][CH3:24])[c:11](=[O:19])[n:12]2[CH:13]=[CH:14][C:15]([F:16])([F:17])[F:18])[cH:6][cH:7]1>>[Cl:1][c:2]1[cH:3][cH:4][c:5](-[c:8]2[n:9][n:10]([CH2:20][C:21](=[O:22])[O:23][CH3:24])[c:11](=[O:19])[n:12]2[CH2:13][CH2:14][C:15]([F:16])([F:17])[F:18])[cH:6][cH:7]1. Reactants: FC1=C(C=C(C=C1)C1=C(C(CC(C1)N1CCCC1)(C)C)/C=C/C=O)C ((E)-3-{2-(4-fluoro-3-methylphenyl)-4-(pyrrolidin-1-yl)-6,6-dimethylcyclohex-1-en-1-yl}propenal), [Li+].CC(C)[N-]C(C)C (LDA), C(CC(=O)C)(=O)OC (methyl acetoacetate), C(C)B(CC)CC (triethylborane), [BH4-].[Na+] (NaBH4). The solvent is CO (methanol). Product: FC1=C(C=C(C=C1)C1=C(C(CC(C1)N1CCCC1)(C)C)/C=C/C(CC(CC(=O)OC)O)O)C (Methyl (E)-7{2-(4-fluoro-3-methylphenyl)-4-(pyrrolidin-1-yl)-6.6-dimethylcyclohex-1-en-1-yl}-3.5-dihydroxyhept-6-enoate). As a reaction SMILES: [F:1][C:2]1[CH:7]=[CH:6][C:5]([C:8]2[CH2:13][CH:12]([N:14]3[CH2:18][CH2:17][CH2:16][CH2:15]3)[CH2:11][C:10]([CH3:20])([CH3:19])[C:9]=2/[CH:21]=[CH:22]/[CH:23]=[O:24])=[CH:4][C:3]=1[CH3:25].[Li+].CC([N-]C(C)C)C.[C:34]([O:40][CH3:41])(=[O:39])[CH2:35][C:36]([CH3:38])=[O:37].C(B(CC)CC)C.[BH4-].[Na+]>CO>[F:1][C:2]1[CH:7]=[CH:6][C:5]([C:8]2[CH2:13][CH:12]([N:14]3[CH2:15][CH2:16][CH2:17][CH2:18]3)[CH2:11][C:10]([CH3:19])([CH3:20])[C:9]=2/[CH:21]=[CH:22]/[CH:23]([OH:24])[CH2:38][CH:36]([OH:37])[CH2:35][C:34]([O:40][CH3:41])=[O:39])=[CH:4][C:3]=1[CH3:25] |f:1.2,5.6|. Reported procedure: In a manner similar to Scheme I, 33 (2.27 g, 6.65 mmol) was treated with the LDA derived anion of methyl acetoacetate (7.98 mmol) followed by triethylborane, methanol, and NaBH4 . Workup and purification by HPLC. using 1% Et3N in EtOAc as eluent provided the oily product. Reactants: C(C)(C)(C)OC(=O)C=1SC(=CC1)C#CCNC(=O)OCC1=CC=CC=C1 (5-(3-benzyloxycarbonylamino-prop-1-ynyl)-thiophene-2-carboxylic acid tert-butyl ester). Reagents/catalysts: [OH-].[OH-].[Pd+2] (Pd(OH)2). The solvent is CO (MeOH), Cl (HCl). Run at time 16 hour. The product is C(C)(C)(C)OC(=O)C=1SC(=CC1)CCCN (5-(3-Amino-propyl)-thiophene-2-carboxylic acid tert-butyl ester). Isolated yield 55.5%. RXN SMILES: [C:1]([O:5][C:6]([C:8]1[S:9][C:10]([C:13]#[C:14][CH2:15][NH:16]C(OCC2C=CC=CC=2)=O)=[CH:11][CH:12]=1)=[O:7])([CH3:4])([CH3:3])[CH3:2]>CO.Cl.[OH-].[OH-].[Pd+2]>[C:1]([O:5][C:6]([C:8]1[S:9][C:10]([CH2:13][CH2:14][CH2:15][NH2:16])=[CH:11][CH:12]=1)=[O:7])([CH3:4])([CH3:3])[CH3:2] |f:3.4.5|. Procedure details: To a solution of 5-(3-benzyloxycarbonylamino-prop-1-ynyl)-thiophene-2-carboxylic acid tert-butyl ester (1.0 g, 2.69 mmol) in 15 mL MeOH and 2.69 mL 1N HCl (aq) was added Pd(OH)2. The mixture was placed on a Parr shaker and was hydrogenated under 45 psi H2 for 16 h. The mixture was filtered through Celite®, the catalyst was replaced, and the reaction was shaken for another 6 h. The mixture was filtered through Celite® and concentrated in vacuo. The residue was chased with CCl4 and was triturated ... Reactants: CCI, CCN1CCC(OC(=O)C(O)(c2ccc(Cl)cc2)C2CCC(F)(F)C2)CC1. Yields the product CC[N+]1(CC)CCC(OC(=O)C(O)(c2ccc(Cl)cc2)C2CCC(F)(F)C2)CC1, [I-]. RXN SMILES: [CH2:28]([CH3:29])[I:30].[F:1][C:2]1([F:27])[CH2:3][CH:4]([C:7]([C:8](=[O:9])[O:10][CH:11]2[CH2:12][CH2:13][N:14]([CH2:17][CH3:18])[CH2:15][CH2:16]2)([c:19]2[cH:20][cH:21][c:22]([Cl:25])[cH:23][cH:24]2)[OH:26])[CH2:5][CH2:6]1>>[F:1][C:2]1([F:27])[CH2:3][CH:4]([C:7]([C:8](=[O:9])[O:10][CH:11]2[CH2:12][CH2:13][N+:14]([CH2:17][CH3:18])([CH2:28][CH3:29])[CH2:15][CH2:16]2)([c:19]2[cH:20][cH:21][c:22]([Cl:25])[cH:23][cH:24]2)[OH:26])[CH2:5][CH2:6]1.[I-:30].